Dataset: the Open Reaction Database (ORD), a public repository of structured organic reaction records. Task: describe an organic reaction: reactants, conditions, products, and yield Starting materials: O=C([O-])[O-], CN(C)C=O, BrC1CC1, CCOC(=O)c1ccc(OC2CC2)cc1, [I-], [K+], [K+], [K+], CCOC(=O)c1ccc(O)cc1. Product: O=C(O)c1ccc(OC2CC2)cc1. Reaction SMILES: [C:13](=[O:14])([O-:15])[O-:16].[CH3:40][N:41]([CH3:42])[CH:43]=[O:44].[CH:21]1([Br:22])[CH2:23][CH2:24]1.[CH:25]1([O:28][c:29]2[cH:30][cH:31][c:32]([C:33](=[O:34])[O:35][CH2:36][CH3:37])[cH:38][cH:39]2)[CH2:26][CH2:27]1.[I-:20].[K+:17].[K+:18].[K+:19].[OH:1][c:2]1[cH:3][cH:4][c:5]([C:6]([O:7][CH2:8][CH3:9])=[O:10])[cH:11][cH:12]1>>[CH:25]1([O:28][c:29]2[cH:30][cH:31][c:32]([C:33](=[O:34])[OH:35])[cH:38][cH:39]2)[CH2:26][CH2:27]1. Product: O=CC(Cc1ccccc1)N1C(=O)c2ccccc2C1=O. Reaction SMILES: [CH2:23]1[O:24][CH:25]1[CH2:26][CH3:27].[CH3:37][c:38]1[cH:39][cH:40][cH:41][cH:42][cH:43]1.[Na+:35].[Na+:36].[OH2:44].[S:28]([S:29]([O-:30])=[O:31])([O-:32])(=[O:33])=[O:34].[c:1]1([CH2:7][CH:8]([C:9](=[O:10])[Cl:11])[N:12]2[C:13](=[O:22])[c:14]3[c:15]([cH:18][cH:19][cH:20][cH:21]3)[C:16]2=[O:17])[cH:2][cH:3][cH:4][cH:5][cH:6]1>>[c:1]1([CH2:7][CH:8]([CH:9]=[O:10])[N:12]2[C:13](=[O:22])[c:14]3[c:15]([cH:18][cH:19][cH:20][cH:21]3)[C:16]2=[O:17])[cH:2][cH:3][cH:4][cH:5][cH:6]1. The reactants are CCC1CO1, Cc1ccccc1, [Na+], [Na+], O, O=S([O-])S(=O)(=O)[O-], O=C(Cl)C(Cc1ccccc1)N1C(=O)c2ccccc2C1=O. The reactants are CCOC(C)=O, COc1ncccc1CCl, [K+], [K+], O=C([O-])[O-], CN(C)C=O, O, Cc1ccc(Oc2ccc(NS(C)(=O)=O)cc2)cc1. Yields the product COc1ncccc1CN(c1ccc(Oc2ccc(C)cc2)cc1)S(C)(=O)=O. As a reaction SMILES: [CH3:41][CH2:42][O:43][C:44]([CH3:45])=[O:46].[Cl:1][CH2:2][c:3]1[c:4]([O:9][CH3:10])[n:5][cH:6][cH:7][cH:8]1.[K+:30].[K+:31].[O-:32][C:33]([O-:34])=[O:35].[O:36]=[CH:37][N:38]([CH3:39])[CH3:40].[OH2:47].[c:11]1([CH3:29])[cH:12][cH:13][c:14]([O:17][c:18]2[cH:19][cH:20][c:21]([NH:24][S:25](=[O:26])(=[O:27])[CH3:28])[cH:22][cH:23]2)[cH:15][cH:16]1>>[CH2:2]([c:3]1[c:4]([O:9][CH3:10])[n:5][cH:6][cH:7][cH:8]1)[N:24]([c:21]1[cH:20][cH:19][c:18]([O:17][c:14]2[cH:13][cH:12][c:11]([CH3:29])[cH:16][cH:15]2)[cH:23][cH:22]1)[S:25](=[O:26])(=[O:27])[CH3:28]. The reactants are IC1=NN(C2=CC=C(C=C12)C(F)(F)F)C (3-iodo-1-methyl-5-(trifluoromethyl)-1H-indazole), C(C)(C)[Mg]Cl (isopropylmagnesium chloride), C(CCC)[Sn](Cl)(CCCC)CCCC (tributylchlorostannane). Solvent: C1CCOC1 (THF). Conditions: time 30 minute. The product is CN1N=C(C2=CC(=CC=C12)C(F)(F)F)[Sn](CCCC)(CCCC)CCCC (1-methyl-3-(tributylstannyl)-5-(trifluoromethyl)-1H-indazole). The yield is 85.2%. As a reaction SMILES: I[C:2]1[C:10]2[C:5](=[CH:6][CH:7]=[C:8]([C:11]([F:14])([F:13])[F:12])[CH:9]=2)[N:4]([CH3:15])[N:3]=1.C([Mg]Cl)(C)C.[CH2:21]([Sn:25]([CH2:31][CH2:32][CH2:33][CH3:34])([CH2:27][CH2:28][CH2:29][CH3:30])Cl)[CH2:22][CH2:23][CH3:24]>C1COCC1>[CH3:15][N:4]1[C:5]2[C:10](=[CH:9][C:8]([C:11]([F:14])([F:13])[F:12])=[CH:7][CH:6]=2)[C:2]([Sn:25]([CH2:27][CH2:28][CH2:29][CH3:30])([CH2:31][CH2:32][CH2:33][CH3:34])[CH2:21][CH2:22][CH2:23][CH3:24])=[N:3]1. Procedure details: To a solution of 3-iodo-1-methyl-5-(trifluoromethyl)-1H-indazole (400 mg, 1.2 mmol) in dry THF (15 mL) was added isopropylmagnesium chloride (0.7 mL, 1.3 mmol, 2 M in THF) drop-wise at −16° C. under nitrogen atmosphere, stirred for 30 minutes, then tributylchlorostannane (0.4 mL, 1.3 mmol) was added drop-wise at −16° C. under nitrogen, the reaction mixture was warmed to room temperature slowly and stirred for 2 hours, then quenched with a solution of saturated NH4Cl (40 mL) and product extracted...